Dataset: the Open Reaction Database (ORD), a public repository of structured organic reaction records. Task: describe an organic reaction: reactants, conditions, products, and yield The reactants are ClC1=C(C(=CC(=C1)OC=1C=CC2=C(N(N=N2)C(C(=O)O)C)C1)F)C(F)(F)F (6-[(2-chloro-α,α,α,6-tetrafluoro-p-tolyl) oxy]-α-methyl-1H-benzotriazole-1-acetic acid), S(=O)(Cl)Cl (thionyl chloride). Reagents/catalysts: CN(C=O)C (dimethylformamide). Run in C(Cl)Cl (methylene chloride), C(C)#N (acetonitrile), C(Cl)(Cl)(Cl)Cl (carbon tetrachloride). Yields the product ClC1=C(C(=CC(=C1)OC=1C=CC2=C(N(N=N2)C(C(=O)OCC=CC)C)C1)F)C(F)(F)F (methylallyl 6-[(2-chloro-α,α,α,6-tetrafluoro-p-tolyl)oxy]-α-methyl-1H-benzotriazole-1-acetate). Reaction SMILES: [Cl:1][C:2]1[CH:7]=[C:6]([O:8][C:9]2[CH:10]=[CH:11][C:12]3[N:16]=[N:15][N:14]([CH:17]([CH3:21])[C:18]([OH:20])=[O:19])[C:13]=3[CH:22]=2)[CH:5]=[C:4]([F:23])[C:3]=1[C:24]([F:27])([F:26])[F:25].S(Cl)(Cl)=O>CN(C)C=O.C(Cl)Cl.C(#N)C.C(Cl)(Cl)(Cl)Cl>[Cl:1][C:2]1[CH:7]=[C:6]([O:8][C:9]2[CH:10]=[CH:11][C:12]3[N:16]=[N:15][N:14]([CH:17]([CH3:21])[C:18]([O:20][CH2:7][CH:2]=[CH:3][CH3:4])=[O:19])[C:13]=3[CH:22]=2)[CH:5]=[C:4]([F:23])[C:3]=1[C:24]([F:27])([F:26])[F:25]. Reported procedure: A mixture of 6-[(2-chloro-α,α,α,6-tetrafluoro-p-tolyl) oxy]-α-methyl-1H-benzotriazole-1-acetic acid, thionyl chloride (0.8 ml, 0.011 mole), and 2 drops of dimethylformamide in methylene chloride is heated at reflux temperature for 2 hours, cooled and concentrated in vacuo to give a residue which is re-evaporated four times with toluene at 60°. The resultant residue is treated with 2-methylallyl alcohol and pyridine, shaken until reaction is complete by infrared spectral analysis and concentrated... Yield: 80.1%. The solvent is C1(=CC=CC=C1)C (toluene), O (water). The reactants are ClC1=CC=C(C=C1)C1(CCNCC1)O (4-(4-chlorophenyl)piperidin-4-ol), [I-].[K+] (potassium iodide), C([O-])(O)=O.[K+] (potassium bicarbonate), COC(CCCCl)(C1=CC=C(C=C1)F)OC (1,1-dimethoxy-1-(4-fluorophenyl)-4-chlorobutane). The product is Cl.ClC1=CC=C(C=C1)C1(CCN(CC1)CCCC(=O)C1=CC=C(C=C1)F)O (4-[4-(4-chlorophenyl)-4-hydroxypiperidino]-4' -fluorobutyrophenone hydrochloride). Reported procedure: 4.87 Parts of 4-(4-chlorophenyl)piperidin-4-ol, 1.91 parts of potassium iodide and 25 parts of deionized water is stirred together and gently warmed under a nitrogen atmosphere. Then, 2.75 parts of potassium bicarbonate and 6.17 parts of 1,1-dimethoxy-1-(4-fluorophenyl)-4-chlorobutane is added and the mixture is heated to reflux. After heating for 4.5 hours, the reaction mixture is allowed to cool to room temperature and 55 parts of toluene is added. The aqueous and organic layers are separated,... As a reaction SMILES: [Cl:1][C:2]1[CH:7]=[CH:6][C:5]([C:8]2([OH:14])[CH2:13][CH2:12][NH:11][CH2:10][CH2:9]2)=[CH:4][CH:3]=1.[I-].[K+].C(=O)(O)[O-].[K+].C[O:23][C:24](OC)([C:29]1[CH:34]=[CH:33][C:32]([F:35])=[CH:31][CH:30]=1)[CH2:25][CH2:26][CH2:27]Cl>C1(C)C=CC=CC=1.O>[ClH:1].[Cl:1][C:2]1[CH:7]=[CH:6][C:5]([C:8]2([OH:14])[CH2:9][CH2:10][N:11]([CH2:27][CH2:26][CH2:25][C:24]([C:29]3[CH:30]=[CH:31][C:32]([F:35])=[CH:33][CH:34]=3)=[O:23])[CH2:12][CH2:13]2)=[CH:4][CH:3]=1 |f:1.2,3.4,8.9|.